From a dataset of the Open Reaction Database (ORD), a public repository of structured organic reaction records. describe an organic reaction: reactants, conditions, products, and yield The reactants are BrC(Br)(Br)Br, CC(=O)O, ClCCl, OCc1ccc(O)cc1, c1ccc(P(c2ccccc2)c2ccccc2)cc1. The product is CC(=O)O, Oc1ccc(CBr)cc1. Reaction SMILES: [C:14]([Br:15])([Br:16])([Br:17])[Br:18].[C:1]([CH3:2])(=[O:3])[OH:4].[CH2:38]([Cl:39])[Cl:40].[OH:5][CH2:6][c:7]1[cH:8][cH:9][c:10]([OH:13])[cH:11][cH:12]1.[c:19]1([P:20]([c:21]2[cH:22][cH:23][cH:24][cH:25][cH:26]2)[c:27]2[cH:28][cH:29][cH:30][cH:31][cH:32]2)[cH:33][cH:34][cH:35][cH:36][cH:37]1>>[C:1]([CH3:2])(=[O:3])[OH:4].[CH2:6]([c:7]1[cH:8][cH:9][c:10]([OH:13])[cH:11][cH:12]1)[Br:15].